Dataset: the Open Reaction Database (ORD), a public repository of structured organic reaction records. Task: describe an organic reaction: reactants, conditions, products, and yield Reactants: [Br-], CC(=O)c1ccc(C=O)cc1, CC(c1ccc2c(c1)C(C)(C)CCC2(C)C)[P+](c1ccccc1)(c1ccccc1)c1ccccc1. Yields the product CC(=O)c1ccc(C=C(C)c2ccc3c(c2)C(C)(C)CCC3(C)C)cc1. RXN SMILES: [Br-:1].[C:37]([CH3:38])(=[O:39])[c:40]1[cH:41][cH:42][c:43]([CH:44]=[O:45])[cH:46][cH:47]1.[CH3:2][C:3]1([CH3:36])[c:4]2[cH:5][cH:6][c:7]([CH:15]([CH3:16])[P+:17]([c:18]3[cH:19][cH:20][cH:21][cH:22][cH:23]3)([c:24]3[cH:25][cH:26][cH:27][cH:28][cH:29]3)[c:30]3[cH:31][cH:32][cH:33][cH:34][cH:35]3)[cH:8][c:9]2[C:10]([CH3:13])([CH3:14])[CH2:11][CH2:12]1>>[CH3:2][C:3]1([CH3:36])[c:4]2[cH:5][cH:6][c:7]([C:15]([CH3:16])=[CH:44][c:43]3[cH:42][cH:41][c:40]([C:37]([CH3:38])=[O:39])[cH:47][cH:46]3)[cH:8][c:9]2[C:10]([CH3:13])([CH3:14])[CH2:11][CH2:12]1.